From a dataset of the Open Reaction Database (ORD), a public repository of structured organic reaction records. describe an organic reaction: reactants, conditions, products, and yield Reactants: CC(C)(C)OC(=O)Nc1cc(N2CCCCC2)c(C#N)cc1N, Cc1cc(-c2cccc(C(=O)CC(=O)OC(C)(C)C)c2)on1. The product is Cc1cc(-c2cccc(C(=O)CC(=O)Nc3cc(C#N)c(N4CCCCC4)cc3NC(=O)OC(C)(C)C)c2)on1. Reaction SMILES: [C:1]([CH3:2])([CH3:3])([CH3:4])[O:5][C:6]([NH:7][c:8]1[c:9]([NH2:22])[cH:10][c:11]([C:20]#[N:21])[c:12]([N:14]2[CH2:15][CH2:16][CH2:17][CH2:18][CH2:19]2)[cH:13]1)=[O:23].[C:24]([CH3:26])([CH3:27])([O:28][C:29](=[O:25])[CH2:30][C:31](=[O:32])[c:33]1[cH:34][c:35](-[c:39]2[cH:40][c:41]([CH3:44])[n:42][o:43]2)[cH:36][cH:37][cH:38]1)[CH3:45]>>[C:1]([CH3:2])([CH3:3])([CH3:4])[O:5][C:6]([NH:7][c:8]1[c:9]([NH:22][C:29](=[O:28])[CH2:30][C:31](=[O:32])[c:33]2[cH:34][c:35](-[c:39]3[cH:40][c:41]([CH3:44])[n:42][o:43]3)[cH:36][cH:37][cH:38]2)[cH:10][c:11]([C:20]#[N:21])[c:12]([N:14]2[CH2:15][CH2:16][CH2:17][CH2:18][CH2:19]2)[cH:13]1)=[O:23]. Starting materials: FC1=CC=C(C=C1)CCC1=CC=C(C=C1)N (4-[2-(4-fluoro-phenyl)-ethyl]-phenylamine), C(C(=C)CC(=O)O)(=O)O (itaconic acid). The product is FC1=CC=C(C=C1)CCC1=CC=C(C=C1)N1CC(CC1=O)C(=O)O ((RS)-1-{4-[2-(4-fluoro-phenyl)-ethyl]-phenyl}-5-oxo-pyrrolidine-3-carboxylic acid). Reaction SMILES: [F:1][C:2]1[CH:7]=[CH:6][C:5]([CH2:8][CH2:9][C:10]2[CH:15]=[CH:14][C:13]([NH2:16])=[CH:12][CH:11]=2)=[CH:4][CH:3]=1.[C:17]([OH:25])(=[O:24])[C:18]([CH2:20][C:21](O)=[O:22])=[CH2:19]>>[F:1][C:2]1[CH:3]=[CH:4][C:5]([CH2:8][CH2:9][C:10]2[CH:11]=[CH:12][C:13]([N:16]3[C:21](=[O:22])[CH2:20][CH:18]([C:17]([OH:25])=[O:24])[CH2:19]3)=[CH:14][CH:15]=2)=[CH:6][CH:7]=1. Procedure: In an analogous manner to that described in Example 36 c), the reaction of 4-[2-(4-fluoro-phenyl)-ethyl]-phenylamine with itaconic acid yields the (RS)-1-{4-[2-(4-fluoro-phenyl)-ethyl]-phenyl}-5-oxo-pyrrolidine-3-carboxylic acid as a white solid; MS: m/e=326 (M−H)+. As a reaction SMILES: [C:40](=[O:41])([O-:42])[O-:43].[CH3:1][Si:2]([CH3:3])([CH3:4])[CH2:5][CH2:6][O:37][CH2:38][n:7]1[c:8]([NH:12][C:13](=[O:14])[c:15]2[c:16]3[n:17][cH:18][cH:19][n:20][c:21]3[c:22](-[c:25]3[c:26]([Cl:36])[c:27]([O:34][CH3:35])[cH:28][c:29]([O:32][CH3:33])[c:30]3[Cl:31])[cH:23][cH:24]2)[n:9][cH:10][cH:11]1.[CH3:46][CH2:47][OH:48].[ClH:39].[Na+:44].[Na+:45]>>[n:7]1[c:8]([NH:12][C:13](=[O:14])[c:15]2[c:16]3[n:17][cH:18][cH:19][n:20][c:21]3[c:22](-[c:25]3[c:26]([Cl:36])[c:27]([O:34][CH3:35])[cH:28][c:29]([O:32][CH3:33])[c:30]3[Cl:31])[cH:23][cH:24]2)[nH:9][cH:10][cH:11]1. Reactants: O=C([O-])[O-], COc1cc(OC)c(Cl)c(-c2ccc(C(=O)Nc3nccn3COCC[Si](C)(C)C)c3nccnc23)c1Cl, CCO, Cl, [Na+], [Na+]. The product is COc1cc(OC)c(Cl)c(-c2ccc(C(=O)Nc3ncc[nH]3)c3nccnc23)c1Cl. The reactants are CSSC (dimethyl disulfide), NC1=CC=C2CC(C(C2=C1)C=1C(=NC=NC1)SC)(C)C (5-(6-amino-2,2-dimethylindan-1-yl)-4-methylthiopyrimidine), F[B-](F)(F)F.N#[O+] (nitrosonium tetrafluoroborate), C[S-].[Na+] (sodium methanethiolate). Run in C(C)#N (acetonitrile), CCOCC (ether), C(C)#N (acetonitrile). Conditions: temperature 60 celsius, time 2 hour. Product: CC1(C(C2=CC(=CC=C2C1)SC)C=1C(=NC=NC1)SC)C (5-(2,2-Dimethyl-6-methylthioindan-1-yl)-4-methylthiopyrimidine). RXN SMILES: N[C:2]1[CH:10]=[C:9]2[C:5]([CH2:6][C:7]([CH3:20])([CH3:19])[CH:8]2[C:11]2[C:12]([S:17][CH3:18])=[N:13][CH:14]=[N:15][CH:16]=2)=[CH:4][CH:3]=1.F[B-](F)(F)F.N#[O+].[CH3:28][S:29]SC.C[S-].[Na+]>C(#N)C.CCOCC>[CH3:19][C:7]1([CH3:20])[CH2:6][C:5]2[C:9](=[CH:10][C:2]([S:29][CH3:28])=[CH:3][CH:4]=2)[CH:8]1[C:11]1[C:12]([S:17][CH3:18])=[N:13][CH:14]=[N:15][CH:16]=1 |f:1.2,4.5|. Procedure details: To a mixture of 1.0 g (3.5 mmol) of 5-(6-amino-2,2-dimethylindan-1-yl)-4-methylthiopyrimidine in 25 mL of dry acetonitrile at 5° C. was added with stirring 1.0 g (7.0 mmol) of nitrosonium tetrafluoroborate. After 30 min the resulting solution was poured with stirring into a solution of 20 g (0.20 mol) of dimethyl disulfide in 100 mL of acetonitrile. After 2 hr, 0.50 g of sodium methanethiolate was added and the reaction mixture was heated with stirring to 60° C. for 16 hr. The mixture was cooled...